This data is from the Open Reaction Database (ORD), a public repository of structured organic reaction records. The task is: describe an organic reaction: reactants, conditions, products, and yield Starting materials: O=C1CC(CN1C(C)C1=CC=CC=C1)C(=O)OC (methyl 5-oxo-1-(-1-phenylethyl)-3-pyrrolidinecarboxylate), [H-].[Al+3].[Li+].[H-].[H-].[H-] (lithium aluminum hydride), O (water), [OH-].[Na+] (sodium hydroxide), O (water). Run in O1CCCC1 (tetrahydro furan), O1CCCC1 (tetrahydrofuran), O1CCCC1 (tetrahydrofuran). The product is C1(=CC=CC=C1)C(C)N1CC(CC1)CO (1-(1-Phenylethyl)-3-pyrrolidinemethanol). Yield: 87.2%. RXN SMILES: O=[C:2]1[N:6]([CH:7]([C:9]2[CH:14]=[CH:13][CH:12]=[CH:11][CH:10]=2)[CH3:8])[CH2:5][CH:4]([C:15](OC)=[O:16])[CH2:3]1.[H-].[Al+3].[Li+].[H-].[H-].[H-].O.[OH-].[Na+]>O1CCCC1>[C:9]1([CH:7]([N:6]2[CH2:2][CH2:3][CH:4]([CH2:15][OH:16])[CH2:5]2)[CH3:8])[CH:10]=[CH:11][CH:12]=[CH:13][CH:14]=1 |f:1.2.3.4.5.6,8.9|. Procedure: A solution of 10.0 g (40.5 mmol) [3R-(R*,R*)]methyl 5-oxo-1-(-1-phenylethyl)-3-pyrrolidinecarboxylate in 75 ml dry tetrahydrofuran was added dropwise to a mixture of 6.50 g (171 mmol) lithium aluminum hydride in 100 ml tetrahydrofuran. The mixture was refluxed overnight, diluted with 50 ml tetrahydro furan and treated dropwise with 6.5 ml water, 6.5 ml 15% sodium hydroxide and 19.5 ml water. Solids were removed by filtration and the filtrate was evaporated to a syrup which was dissolved in dichl... The reactants are [Br-], CC(C)(C)[O-], CCOCC, C[PH](c1ccccc1)(c1ccccc1)c1ccccc1, [K+], CC(C)(C)OC(=O)N1CC(=O)C1. Yields the product C=C1CN(C(=O)OC(C)(C)C)C1. Reaction SMILES: [Br-:7].[CH3:1][C:2]([CH3:3])([O-:4])[CH3:5].[CH3:40][CH2:41][O:42][CH2:43][CH3:44].[CH3:8][PH:9]([c:10]1[cH:11][cH:12][cH:13][cH:14][cH:15]1)([c:16]1[cH:17][cH:18][cH:19][cH:20][cH:21]1)[c:22]1[cH:23][cH:24][cH:25][cH:26][cH:27]1.[K+:6].[O:28]=[C:29]1[CH2:30][N:31]([C:33](=[O:34])[O:35][C:36]([CH3:37])([CH3:38])[CH3:39])[CH2:32]1>>[CH2:1]=[C:29]1[CH2:30][N:31]([C:33](=[O:34])[O:35][C:36]([CH3:37])([CH3:38])[CH3:39])[CH2:32]1. The reactants are CN1C=NC(=C1)C1=CC=C(C=C1)S(=O)(=O)C (1-methyl-4-[4-(methylsulfonyl)phenyl]-1H-imidazole), C(=O)(C(F)(F)F)O (TFA), C1CC(=O)N(C1=O)I (NIS). Run in C(Cl)Cl (CH2Cl2), C(Cl)Cl (CH2Cl2). Conditions: time 3 hour. Product: IC1=C(N=CN1C)C1=CC=C(C=C1)S(=O)(=O)C (5-iodo-1-methyl-4-[4-(methylsulfonyl)phenyl]-1H-imidazole). Yield: 96.5%. RXN SMILES: [CH3:1][N:2]1[CH:6]=[C:5]([C:7]2[CH:12]=[CH:11][C:10]([S:13]([CH3:16])(=[O:15])=[O:14])=[CH:9][CH:8]=2)[N:4]=[CH:3]1.C(O)(C(F)(F)F)=O.C1C(=O)N([I:31])C(=O)C1>C(Cl)Cl>[I:31][C:6]1[N:2]([CH3:1])[CH:3]=[N:4][C:5]=1[C:7]1[CH:8]=[CH:9][C:10]([S:13]([CH3:16])(=[O:15])=[O:14])=[CH:11][CH:12]=1. Procedure details: To the solution of 1-methyl-4-[4-(methylsulfonyl)phenyl]-1H-imidazole (2.3 g, 9.73 mmol) in CH2Cl2 (6 ml) was added TFA (3.0 ml, 38.9 mmol), and NIS (2.41 g, 10.71) at rt. After being stirred at rt for 3 h, the reaction mixture was diluted with CH2Cl2, quenched with NaHCO3 (aq), washed with aq Na2S2O3, water and brine. Dried over Na2SO4, filtered and concentrated to afford 5-iodo-1-methyl-4-[4-(methylsulfonyl)phenyl]-1H-imidazole (3.4 g) which was used in the next step without further purificati...